Dataset: the Open Reaction Database (ORD), a public repository of structured organic reaction records. Task: describe an organic reaction: reactants, conditions, products, and yield Reactants: CCOC(C)=O, CCN(Cc1cccc(-c2ccc(C=C3SC(=O)NC3=O)cc2)c1)C(=O)OC(C)(C)C. Product: CCN(Cc1cccc(-c2ccc(CC3SC(=O)NC3=O)cc2)c1)C(=O)OC(C)(C)C. As a reaction SMILES: [CH3:32][CH2:33][O:34][C:35](=[O:36])[CH3:37].[O:1]=[C:2]1[S:3][C:4](=[CH:8][c:9]2[cH:10][cH:11][c:12](-[c:15]3[cH:16][c:17]([CH2:21][N:22]([C:23]([O:24][C:25]([CH3:26])([CH3:27])[CH3:28])=[O:29])[CH2:30][CH3:31])[cH:18][cH:19][cH:20]3)[cH:13][cH:14]2)[C:5](=[O:7])[NH:6]1>>[O:1]=[C:2]1[S:3][CH:4]([CH2:8][c:9]2[cH:10][cH:11][c:12](-[c:15]3[cH:16][c:17]([CH2:21][N:22]([C:23]([O:24][C:25]([CH3:26])([CH3:27])[CH3:28])=[O:29])[CH2:30][CH3:31])[cH:18][cH:19][cH:20]3)[cH:13][cH:14]2)[C:5](=[O:7])[NH:6]1. Reactants: [H][H] (hydrogen), NC=1SC=C(N1)[C@H]1N(C[C@H](C1)SC1=C(N2C([C@@H]([C@H]2[C@H]1C)[C@@H](C)O)=O)C(=O)OCC1=CC=C(C=C1)[N+](=O)[O-])C(=O)OCC1=CC=C(C=C1)[N+](=O)[O-] (4-nitrobenzyl (4R,5S,6S)-3-[(2S,4S)-2- (2-aminothiazol-4-yl)-1-(4-nitrobenzyloxycarbonyl)-pyrrolidin-4-ylthio]-6-[(1R)-1-hydroxyethyl]-4-methyl-7-oxo-1-azabicyclo [3.2.0]hept-2-ene-2-carboxylate), P(=O)([O-])([O-])[O-] (phosphate). Reagents/catalysts: [OH-].[OH-].[Pd+2] (palladium hydroxide on carbon). The solvent is O1CCCC1 (tetrahydrofuran). The product is NC=1SC=C(N1)[C@H]1NC[C@H](C1)SC1=C(N2C([C@@H]([C@H]2[C@H]1C)[C@@H](C)O)=O)C(=O)O ((4R,5S,6S)-3-[(2S,4S)-2-(2-aminothiazol-4-yl) -pyrrolidin-4-ylthio]-6-[(1R)-1-hydroxyethyl]-4-methyl-7-oxo-1-azabicyclo [3.2.0]hept-2-ene-2-carboxylic acid). Yield: 45.7%. As a reaction SMILES: [NH2:1][C:2]1[S:3][CH:4]=[C:5]([C@@H:7]2[CH2:11][C@H:10]([S:12][C:13]3[C@H:19]([CH3:20])[C@H:18]4[N:15]([C:16](=[O:24])[C@@H:17]4[C@H:21]([OH:23])[CH3:22])[C:14]=3[C:25]([O:27]CC3C=CC([N+]([O-])=O)=CC=3)=[O:26])[CH2:9][N:8]2C(OCC2C=CC([N+]([O-])=O)=CC=2)=O)[N:6]=1.P([O-])([O-])([O-])=O.[H][H]>[OH-].[OH-].[Pd+2].O1CCCC1>[NH2:1][C:2]1[S:3][CH:4]=[C:5]([C@@H:7]2[CH2:11][C@H:10]([S:12][C:13]3[C@H:19]([CH3:20])[C@H:18]4[N:15]([C:16](=[O:24])[C@@H:17]4[C@H:21]([OH:23])[CH3:22])[C:14]=3[C:25]([OH:27])=[O:26])[CH2:9][NH:8]2)[N:6]=1 |f:3.4.5|. Reported procedure: A mixture of 4-nitrobenzyl (4R,5S,6S)-3-[(2S,4S)-2- (2-aminothiazol-4-yl)-1-(4-nitrobenzyloxycarbonyl)-pyrrolidin-4-ylthio]-6-[(1R)-1-hydroxyethyl]-4-methyl-7-oxo-1-azabicyclo [3.2.0]hept-2-ene-2-carboxylate (900 mg), 20% palladium hydroxide on carbon (350 mg), 0.05M phosphate buffer (pH 6.5, 20 ml) and tetrahydrofuran (30 ml) was stirred at room temperature for 3 hours under atmospheric pressure of hydrogen. After the catalyst was filtered off, the filtrate was concentrated to remove the organi... Reactants: ClC1=C2N=CN(C2=NC=N1)CC(\C=C\P(=O)(OC(C)C)OC(C)C)CO[Si](C1=CC=CC=C1)(C1=CC=CC=C1)C(C)(C)C ((E)-6-chloro-9-[2-(t-butyldiphenylsilyloxy)methyl-4-(diisopropoxyphosphoryl)but-3-enyl]purine), [N-]=[N+]=[N-].[Na+] (sodium azide). The solvent is CN(C=O)C (N,N-dimethylformamide). Conditions: temperature 70 celsius. Yields the product N(=[N+]=[N-])C1=C2N=CN(C2=NC=N1)CC(\C=C\P(=O)(OC(C)C)OC(C)C)CO[Si](C1=CC=CC=C1)(C1=CC=CC=C1)C(C)(C)C ((E)-6-azido-9-[2-(t-butyldiphenylsilyloxy)methyl-4-(diisopropoxyphosphoryl)but-3-enyl]purine). The yield is 75.4%. RXN SMILES: Cl[C:2]1[N:10]=[CH:9][N:8]=[C:7]2[C:3]=1[N:4]=[CH:5][N:6]2[CH2:11][CH:12]([CH2:25][O:26][Si:27]([C:40]([CH3:43])([CH3:42])[CH3:41])([C:34]1[CH:39]=[CH:38][CH:37]=[CH:36][CH:35]=1)[C:28]1[CH:33]=[CH:32][CH:31]=[CH:30][CH:29]=1)/[CH:13]=[CH:14]/[P:15]([O:21][CH:22]([CH3:24])[CH3:23])([O:17][CH:18]([CH3:20])[CH3:19])=[O:16].[N-:44]=[N+:45]=[N-:46].[Na+]>CN(C)C=O>[N:44]([C:2]1[N:10]=[CH:9][N:8]=[C:7]2[C:3]=1[N:4]=[CH:5][N:6]2[CH2:11][CH:12]([CH2:25][O:26][Si:27]([C:40]([CH3:43])([CH3:42])[CH3:41])([C:34]1[CH:39]=[CH:38][CH:37]=[CH:36][CH:35]=1)[C:28]1[CH:33]=[CH:32][CH:31]=[CH:30][CH:29]=1)/[CH:13]=[CH:14]/[P:15]([O:21][CH:22]([CH3:24])[CH3:23])([O:17][CH:18]([CH3:20])[CH3:19])=[O:16])=[N+:45]=[N-:46] |f:1.2|. Procedure details: A mixture of (E)-6-chloro-9-[2-(t-butyldiphenylsilyloxy)methyl-4-(diisopropoxyphosphoryl)but-3-enyl]purine (244 mg, 381 μmol) and sodium azide (25 mg, 381 μmol) in N,N-dimethylformamide (7 ml) was heated at 70° C. for 2.8 h. The solvent was removed and the residue purified by column chromatography on silica gel eluting with acetone-hexane (1:4, 1:1) to give (E)-6-azido-9-[2-(t-butyldiphenylsilyloxy)methyl-4-(diisopropoxyphosphoryl)but-3-enyl]purine as a gum (186 mg, 75%); λmax (EtOH) 282 (10,363... Starting materials: COC(=O)c1cccc(COc2cccc(OC)c2C=O)c1, Cl, [I-], [I-], [Mg+2], C1CCOC1. The product is COC(=O)c1cccc(COc2cccc(O)c2C=O)c1. Reaction SMILES: [CH:1](=[O:2])[c:3]1[c:4]([O:5][CH2:6][c:7]2[cH:8][c:9]([C:10](=[O:11])[O:12][CH3:13])[cH:14][cH:15][cH:16]2)[cH:17][cH:18][cH:19][c:20]1[O:21][CH3:22].[ClH:26].[I-:23].[I-:25].[Mg+2:24].[O:27]1[CH2:28][CH2:29][CH2:30][CH2:31]1>>[CH:1](=[O:2])[c:3]1[c:4]([O:5][CH2:6][c:7]2[cH:8][c:9]([C:10](=[O:11])[O:12][CH3:13])[cH:14][cH:15][cH:16]2)[cH:17][cH:18][cH:19][c:20]1[OH:21]. The reactants are Cl.OC1=CC=C(C=C1)[C@@H]1CC[C@H](CC1)NC (trans-4-(4-hydroxyphenyl)-N-methylcyclohexanamine, hydrochloride), [OH-].[Na+] (sodium hydroxide), O1CCOCC1 (dioxane), [OH-].[Na+] (sodium hydroxide). Run in C=O (formaldehyde), [Na+].P([O-])(O)O (phosphorous acid monosodium salt). The product is CN([C@@H]1CC[C@H](CC1)C1=CC=C(C=C1)O)C (trans-N,N-dimethyl-4-(4-hydroxyphenyl)cyclohexanamine). As a reaction SMILES: Cl.[OH:2][C:3]1[CH:8]=[CH:7][C:6]([C@H:9]2[CH2:14][CH2:13][C@H:12]([NH:15][CH3:16])[CH2:11][CH2:10]2)=[CH:5][CH:4]=1.[OH-].[Na+].O1CCOC[CH2:20]1>C=O.[Na+].P(O)(O)[O-]>[CH3:16][N:15]([CH3:20])[C@H:12]1[CH2:13][CH2:14][C@H:9]([C:6]2[CH:5]=[CH:4][C:3]([OH:2])=[CH:8][CH:7]=2)[CH2:10][CH2:11]1 |f:0.1,2.3,6.7|. Reported procedure: To a solution of trans-4-(4-hydroxyphenyl)-N-methylcyclohexanamine, hydrochloride (1.15 g) in dioxane (50 mL), aqueous formaldehyde solution (3.7 mL, 37%) and phosphorous acid monosodium salt (49 mL, 1N) is added concentrated aqueous sodium hydroxide solution until pH is neutral. The solution is stirred at a temperature close to 60° C. for 2 h, cooled to room temperature and brought to pH 7-8 by addition of concentrated aqueous sodium hydroxide solution. Evaporation of dioxane causes precipitati... Reactants: CCCCC, C[Ga+]C, [Li]CCCN(C)C, [Cl-]. Yields the product CN(C)CCC[Ga](C)C. As a reaction SMILES: [CH3:12][CH2:13][CH2:14][CH2:15][CH3:16].[CH3:2][Ga+:3][CH3:4].[CH3:5][N:6]([CH3:7])[CH2:8][CH2:9][CH2:10][Li:11].[Cl-:1]>>[CH3:2][Ga:3]([CH3:4])[CH2:10][CH2:9][CH2:8][N:6]([CH3:5])[CH3:7]. The reactants are NC=1C(=C(C=NC1)C(=O)OC)C (methyl 5-amino-4-methylpyridine-3-carboxylate), O1CCC(CC1)=O (oxan-4-one), O1CCC(CC1)=O (oxan-4-one), C(C)(=O)O[BH-](OC(C)=O)OC(C)=O.[Na+] (sodium triacetoxyborohydride), C(C)(=O)O[BH-](OC(C)=O)OC(C)=O.[Na+] (sodium triacetoxyborohydride), C(=O)(O)[O-].[Na+] (NaHCO3), FC(C(=O)O)(F)F (trifluoroacetic acid). Solvent: ClCCCl (DCE), O (water). Conditions: time 6 hour. Yields the product CC1=C(C=NC=C1NC1CCOCC1)C(=O)OC (methyl 4-methyl-5-[(oxan-4-yl)amino]pyridine-3-carboxylate). Isolated yield 91.6%. RXN SMILES: [NH2:1][C:2]1[C:3]([CH3:12])=[C:4]([C:8]([O:10][CH3:11])=[O:9])[CH:5]=[N:6][CH:7]=1.[O:13]1[CH2:18][CH2:17][C:16](=O)[CH2:15][CH2:14]1.FC(F)(F)C(O)=O.C(O[BH-](OC(=O)C)OC(=O)C)(=O)C.[Na+].C([O-])(O)=O.[Na+]>ClCCCl.O>[CH3:12][C:3]1[C:2]([NH:1][CH:16]2[CH2:17][CH2:18][O:13][CH2:14][CH2:15]2)=[CH:7][N:6]=[CH:5][C:4]=1[C:8]([O:10][CH3:11])=[O:9] |f:3.4,5.6|. Procedure: To a stirred solution of methyl 5-amino-4-methylpyridine-3-carboxylate (805 mg, 4.84 mmol) in DCE (20 ml) under a nitrogen atmosphere was added oxan-4-one (537 μl, 5.80 mmol) followed by trifluoroacetic acid (742 μl, 9.69 mmol) and the reaction was left to stir for 5 min before the addition of sodium triacetoxyborohydride (1.54 g, 7.27 mmol). The reaction was stirred for 16 h at room temperature after which time more oxan-4-one (100 μl) and sodium triacetoxyborohydride (300 mg) were added and th...